This data is from the Open Reaction Database (ORD), a public repository of structured organic reaction records. The task is: describe an organic reaction: reactants, conditions, products, and yield Reactants: [BH4-], CC(=O)c1cn2c(-c3ccc(Cl)cc3Cl)c(CNC(=O)OC(C)(C)C)c(C)nc2n1, C1CCOC1, [Na+], O. Product: Cc1nc2nc(C(C)O)cn2c(-c2ccc(Cl)cc2Cl)c1CNC(=O)OC(C)(C)C. As a reaction SMILES: [BH4-:31].[C:1]([CH3:2])(=[O:3])[c:4]1[n:5][c:6]2[n:7]([c:8](-[c:22]3[c:23]([Cl:29])[cH:24][c:25]([Cl:28])[cH:26][cH:27]3)[c:9]([CH2:13][NH:14][C:15]([O:16][C:17]([CH3:18])([CH3:19])[CH3:20])=[O:21])[c:10]([CH3:12])[n:11]2)[cH:30]1.[CH2:33]1[O:34][CH2:35][CH2:36][CH2:37]1.[Na+:32].[OH2:38]>>[CH:1]([CH3:2])([OH:3])[c:4]1[n:5][c:6]2[n:7]([c:8](-[c:22]3[c:23]([Cl:29])[cH:24][c:25]([Cl:28])[cH:26][cH:27]3)[c:9]([CH2:13][NH:14][C:15]([O:16][C:17]([CH3:18])([CH3:19])[CH3:20])=[O:21])[c:10]([CH3:12])[n:11]2)[cH:30]1. The reactants are C(C(=O)Cl)(=O)Cl (oxalyl chloride), NC1=NC(=CC(=N1)OC)C(F)(F)F (2-amino-4-methoxy-6-trifluoromethylpyrimidine). The solvent is C1(=CC=CC=C1)C (toluene). Conditions: time 4 hour. The product is N(=C=O)C1=NC(=CC(=N1)OC)C(F)(F)F (2-Isocyanato-4-methoxy-6-trifluoromethylpyrimidine). Yield: 57.9%. Reaction SMILES: C(Cl)(=O)[C:2](Cl)=[O:3].[NH2:7][C:8]1[N:13]=[C:12]([O:14][CH3:15])[CH:11]=[C:10]([C:16]([F:19])([F:18])[F:17])[N:9]=1>C1(C)C=CC=CC=1>[N:7]([C:8]1[N:13]=[C:12]([O:14][CH3:15])[CH:11]=[C:10]([C:16]([F:19])([F:17])[F:18])[N:9]=1)=[C:2]=[O:3]. Procedure: 38.3 g of oxalyl chloride (0.3 mol) were added dropwise to a suspension of 2-amino-4-methoxy-6-trifluoromethylpyrimidine (78 mmol) in 100 ml of toluene. The refluxing mixture was stirred for 4 hours, after which the homogeneous solution obtained was subjected to fractional distillation. The title compound (9.9 g; 58% of theory) was obtained as an oil of boiling point 44°-50° C. (0.5 mbar).